Dataset: the Open Reaction Database (ORD), a public repository of structured organic reaction records. Task: describe an organic reaction: reactants, conditions, products, and yield Starting materials: CS(=O)(=O)C(CCCCCCC(=O)OC)(CCCC(COC1=CC=C(C=C1)F)OCC1=CC=CC=C1)C(=O)OC (methyl 8-methylsulfonyl-8-methoxycarbonyl-12-benzyloxy-13-(4-fluorophenoxy)tridecanoate), [Cl-].[Na+] (sodium chloride), CN(C=O)C (dimethylformamide). The solvent is O (water). Run at temperature 160 celsius. Product: CS(=O)(=O)C(CCCCCCC(=O)O)CCCC(COC1=CC=C(C=C1)F)O (8-methylsulfonyl-12-hydroxy-13-(4-fluorophenoxy)tridecanoic acid). Reaction SMILES: [CH3:1][S:2]([C:5](C(OC)=O)([CH2:16][CH2:17][CH2:18][CH:19]([O:29]CC1C=CC=CC=1)[CH2:20][O:21][C:22]1[CH:27]=[CH:26][C:25]([F:28])=[CH:24][CH:23]=1)[CH2:6][CH2:7][CH2:8][CH2:9][CH2:10][CH2:11][C:12]([O:14]C)=[O:13])(=[O:4])=[O:3].[Cl-].[Na+].CN(C)C=O>O>[CH3:1][S:2]([CH:5]([CH2:16][CH2:17][CH2:18][CH:19]([OH:29])[CH2:20][O:21][C:22]1[CH:27]=[CH:26][C:25]([F:28])=[CH:24][CH:23]=1)[CH2:6][CH2:7][CH2:8][CH2:9][CH2:10][CH2:11][C:12]([OH:14])=[O:13])(=[O:4])=[O:3] |f:1.2|. Reported procedure: A mixture of methyl 8-methylsulfonyl-8-methoxycarbonyl-12-benzyloxy-13-(4-fluorophenoxy)tridecanoate (2.60 g., 4.5 mmoles), sodium chloride (0.5 g., 8.5 mmoles), dimethylformamide (8 ml.) and water (0.2 ml.) is heated with an oil bath at 160° C. overnight (ca. 15 hours). The reaction mixture is allowed to cool to room temperature, quenched with cold water, and then extracted with chloroform three times. The combined extracts are washed with brine and dried over anhydrous magnesium sulfate. The s... The reactants are CO, NCCC=Cc1cccc(Cl)c1, [H][H], O=[Pt]=O. Yields the product NCCCCc1cccc(Cl)c1. As a reaction SMILES: [CH3:15][OH:16].[Cl:1][c:2]1[cH:3][c:4]([CH:8]=[CH:9][CH2:10][CH2:11][NH2:12])[cH:5][cH:6][cH:7]1.[H:13][H:14].[Pt:17](=[O:18])=[O:19]>>[Cl:1][c:2]1[cH:3][c:4]([CH2:8][CH2:9][CH2:10][CH2:11][NH2:12])[cH:5][cH:6][cH:7]1.